Dataset: the Open Reaction Database (ORD), a public repository of structured organic reaction records. Task: describe an organic reaction: reactants, conditions, products, and yield Starting materials: FC=1C=NC(=NC1)OC1CN(C1)C1=C(C(=O)NC2(CC2)C2=CC=C(C(=O)OC)C=C2)C=C(C=N1)C(F)(F)F (methyl 4-(1-(2-(3-((5-fluoropyrimidin-2-yl)oxy)azetidin-1-yl)-5-(trifluoromethyl)nicotinamido)cyclopropyl)benzoate), [OH-].[Na+] (NaOH). The solvent is C1COCCO1.O (1-4 dioxane water). Run at time 24 hour. The product is FC=1C=NC(=NC1)OC1CN(C1)C1=C(C(=O)NC2(CC2)C2=CC=C(C(=O)O)C=C2)C=C(C=N1)C(F)(F)F (4-(1-(2-(3-((5-fluoropyrimidin-2-yl)oxy)azetidin-1-yl)-5-(trifluoromethyl)nicotinamido)cyclopropyl)benzoic acid). The yield is 80.3%. Reaction SMILES: [F:1][C:2]1[CH:3]=[N:4][C:5]([O:8][CH:9]2[CH2:12][N:11]([C:13]3[N:34]=[CH:33][C:32]([C:35]([F:38])([F:37])[F:36])=[CH:31][C:14]=3[C:15]([NH:17][C:18]3([C:21]4[CH:30]=[CH:29][C:24]([C:25]([O:27]C)=[O:26])=[CH:23][CH:22]=4)[CH2:20][CH2:19]3)=[O:16])[CH2:10]2)=[N:6][CH:7]=1.[OH-].[Na+]>C1OCCOC1.O>[F:1][C:2]1[CH:3]=[N:4][C:5]([O:8][CH:9]2[CH2:12][N:11]([C:13]3[N:34]=[CH:33][C:32]([C:35]([F:38])([F:36])[F:37])=[CH:31][C:14]=3[C:15]([NH:17][C:18]3([C:21]4[CH:22]=[CH:23][C:24]([C:25]([OH:27])=[O:26])=[CH:29][CH:30]=4)[CH2:19][CH2:20]3)=[O:16])[CH2:10]2)=[N:6][CH:7]=1 |f:1.2,3.4|. Reported procedure: To a solution of methyl 4-(1-(2-(3-((5-fluoropyrimidin-2-yl)oxy)azetidin-1-yl)-5-(trifluoromethyl)nicotinamido)cyclopropyl)benzoate (D182) (35 mg, 0.065 mmol) in a mixture 1-4 dioxane/water (3 ml/1 ml) 1M NaOH (0.098 ml, 0.098 mmol) was added. The mixture stirred 24 h at room temperature. After solvent evaporation, 1N HCl solution was added up to pH2. The solid precipitate was filtered off and washed with diethylether to afford the title compound (E48) (27 mg) Starting materials: ceric ammonium nitrate, CSC1=CC=C(C=C1)B(O)O ([4-(methylthio)phenyl]boronic acid), C([O-])(O)=O.[Na+] (sodium bicarbonate). Solvent: O (water), C(C)#N (acetonitrile), O (water). Product: CS(=O)C1=CC=C(C=C1)B(O)O ([4-(Methylsulphinyl)phenyl]boronic acid). RXN SMILES: [CH3:1][S:2][C:3]1[CH:8]=[CH:7][C:6]([B:9]([OH:11])[OH:10])=[CH:5][CH:4]=1.C(=O)(O)[O-:13].[Na+]>C(#N)C.O>[CH3:1][S:2]([C:3]1[CH:4]=[CH:5][C:6]([B:9]([OH:11])[OH:10])=[CH:7][CH:8]=1)=[O:13] |f:1.2|. Procedure details: A solution of [4-(methylthio)phenyl]boronic acid (1.008 g) in acetonitrile (60 ml) and water (6 ml) was cooled with a dry ice-acetone bath until it just began to freeze. A solution of ceric ammonium nitrate (6.72 g) in water (10 ml) was added with swirling. The resulting solution was left to warm to room temperature. The mixture was then basified to pH5 by addition of 8% aqueous sodium bicarbonate (16 ml) and evaporated to dryness by re-evaporation with absolute ethanol. The dried residue was pu... Starting materials: BrCCC1=CC=CC=2C3=CC=CC=C3CCC12 (2-Bromoethyl-9,10-dihydrophenanthrene), [BH4-].[Na+] (NaBH4), C(C)O (ethanol). Procedure details: To a boiling solution of 1.51 g (5 mmol) of (28) in ethanol (40 mL), a solution of 285 mg (7,5 mmol) of NaBH4 in 5 mL of water was added dropwise. Boiling was continued for 5 min, the solution was cooled, diluted with water, and extracted with ether. The ether extract was washed with water, dried, and the solvent was removed at reduced pressure to provide (29) as a colorless oil. This soldified on trituration with a few drops of ether to yield (29), m.p. 65°-66° C. The solvent is O (water), O (water). The product is O1C(C1)C1=CC=2CCC3=CC=CC=C3C2C=C1 (2-Oxiranyl,9,10-dihydrophenanthrene). Reaction SMILES: Br[CH2:2][CH2:3][C:4]1[C:17]2[CH2:16][CH2:15][C:14]3[C:9](=[CH:10][CH:11]=[CH:12][CH:13]=3)[C:8]=2[CH:7]=[CH:6][CH:5]=1.[BH4-].[Na+].C([OH:22])C>O>[O:22]1[CH2:2][CH:3]1[C:4]1[CH:17]=[CH:16][C:15]2[C:14]3[C:9](=[CH:10][CH:11]=[CH:12][CH:13]=3)[CH2:8][CH2:7][C:6]=2[CH:5]=1 |f:1.2|. Conditions: time 5 minute. Reactants: CCOCCn1cc(C2=CCN(C(=O)OCC)CC2)c2cccnc21, CO. Product: CCOCCn1cc(C2CCN(C(=O)OCC)CC2)c2cccnc21. Reaction SMILES: [CH2:1]([CH3:2])[O:3][C:4](=[O:5])[N:6]1[CH2:7][CH2:8][C:9]([c:12]2[cH:13][n:14]([CH2:21][CH2:22][O:23][CH2:24][CH3:25])[c:15]3[n:16][cH:17][cH:18][cH:19][c:20]23)=[CH:10][CH2:11]1.[CH3:26][OH:27]>>[CH2:1]([CH3:2])[O:3][C:4](=[O:5])[N:6]1[CH2:7][CH2:8][CH:9]([c:12]2[cH:13][n:14]([CH2:21][CH2:22][O:23][CH2:24][CH3:25])[c:15]3[n:16][cH:17][cH:18][cH:19][c:20]23)[CH2:10][CH2:11]1. Reactants: CC(CC(=O)O)CC(C)(C)C (3,5,5-trimethylhexanoic acid), C(C)C(C(=O)O)CCCC.C(O)C(CC)(CO)CO (trimethylolpropane 2-ethylhexanoate), CC(C(=O)O)CCCC (2-methylhexanoic acid), C(C)C(C(=O)O)CCC (2-ethylpentanoic acid). Product: ester, C(O)C(CC)(CO)CO (trimethylolpropane). RXN SMILES: CC(CCCC)C(O)=O.C(C(CCC)C(O)=O)C.CC(CC(C)(C)C)CC(O)=O.C(C(CCCC)C(O)=O)C.[CH2:40]([C:42]([CH2:47][OH:48])([CH2:45][OH:46])[CH2:43][CH3:44])[OH:41]>>[CH2:40]([C:42]([CH2:47][OH:48])([CH2:45][OH:46])[CH2:43][CH3:44])[OH:41] |f:3.4|. Procedure details: Concrete examples of the preferred esters described in (a) include neopentyl glycol 3,5,5-trimethylhexanoate; neopentyl glycol 2-ethylhexanoate; trimethylolpropane 3,5,5-trimethylhexanoate; an ester obtained from trimethylolpropane and a mixed acid of 2-methylhexanoic acid, 2-ethylpentanoic acid, and 3,5,5-trimethylhexanoic acid; trimethylolpropane 2-ethylhexanoate; an ester obtained from trimethylolpropane and a mixed acid of 2-methylhexanoic acid and 2-ethylpentanoic acid; an ester obtained fr... Reactants: BrC1=CC(=NC=C1)C(=O)OC (methyl 4-bromo-pyridine-2-carboxylate), Cl (hydrochloric acid), NC=1C=C2CC3(C(NC4=NC=CC=C43)=O)CC2=CC1 (5-amino-1,3-dihydrospiro[indene-2,3′-pyrrolo[2,3-b]pyridin]-2′(1′H)-one). Solvent: CC(C)O (2-propanol). Conditions: time 8 hour. Product: O=C1C2(C=3C(=NC=CC3)N1)CC1=CC=C(C=C1C2)NC2=CC(=NC=C2)C(=O)O (4-(2′-oxo-1,1′,2′,3-tetrahydrospiro[indene-2,3′-pyrrolo[2,3-b]pyridin]-5-ylamino)-pyridine-2-carboxylic acid). As a reaction SMILES: Br[C:2]1[CH:7]=[CH:6][N:5]=[C:4]([C:8]([O:10]C)=[O:9])[CH:3]=1.Cl.[NH2:13][C:14]1[CH:15]=[C:16]2[C:29](=[CH:30][CH:31]=1)[CH2:28][C:18]1([C:26]3[C:21](=[N:22][CH:23]=[CH:24][CH:25]=3)[NH:20][C:19]1=[O:27])[CH2:17]2>CC(O)C>[O:27]=[C:19]1[NH:20][C:21]2=[N:22][CH:23]=[CH:24][CH:25]=[C:26]2[C:18]21[CH2:17][C:16]1[C:29](=[CH:30][CH:31]=[C:14]([NH:13][C:2]3[CH:7]=[CH:6][N:5]=[C:4]([C:8]([OH:10])=[O:9])[CH:3]=3)[CH:15]=1)[CH2:28]2. Reported procedure: 0.17 g (0.79 mmol) methyl 4-bromo-pyridine-2-carboxylate and 17 μL (70 μmol) of a 4M aqueous hydrochloric acid solution were added to 0.20 g (0.78 mmol) 5-amino-1,3-dihydrospiro[indene-2,3′-pyrrolo[2,3-b]pyridin]-2′(1′H)-one in 5.0 mL of 2-propanol. The reaction mixture was refluxed for 2 h, then cooled to RT and evaporated down. The residue was taken up in THF and mixed with 0.50 mL (2.0 mmol) of a 4M aqueous NaOH solution and stirred overnight at RT. The reaction mixture was diluted with water...